From a dataset of the Open Reaction Database (ORD), a public repository of structured organic reaction records. describe an organic reaction: reactants, conditions, products, and yield Reactants: ClCCl, [Cu+2], O=N[O-], Cc1ccsc1C(Cc1ccccc1N)N(C)C=O, [Na+], O, O=S(=O)(O)O, O=S(=O)([O-])[O-]. RXN SMILES: [Cl:30][CH2:31][Cl:32].[Cu+2:38].[N:25]([O-:26])=[O:27].[NH2:1][c:2]1[c:3]([CH2:8][CH:9]([N:10]([CH3:11])[CH:12]=[O:13])[c:14]2[s:15][cH:16][cH:17][c:18]2[CH3:19])[cH:4][cH:5][cH:6][cH:7]1.[Na+:28].[OH2:29].[S:20]([OH:21])(=[O:22])(=[O:23])[OH:24].[S:33]([O-:34])([O-:35])(=[O:36])=[O:37]>>[c:2]1([OH:21])[c:3]([CH2:8][CH:9]([N:10]([CH3:11])[CH:12]=[O:13])[c:14]2[s:15][cH:16][cH:17][c:18]2[CH3:19])[cH:4][cH:5][cH:6][cH:7]1. Yields the product Cc1ccsc1C(Cc1ccccc1O)N(C)C=O. Starting materials: CN1CCNCC1, CCOC1CSc2c(C(=O)O)c(=O)c3cc(F)c(Cl)cc3n21, c1ccncc1. As a reaction SMILES: [CH3:23][N:24]1[CH2:25][CH2:26][NH:27][CH2:28][CH2:29]1.[Cl:1][c:2]1[c:3]([F:22])[cH:4][c:5]2[c:6](=[O:21])[c:7]([C:18](=[O:19])[OH:20])[c:8]3[n:9]([c:10]2[cH:11]1)[CH:12]([O:15][CH2:16][CH3:17])[CH2:13][S:14]3.[cH:30]1[cH:31][cH:32][n:33][cH:34][cH:35]1>>[c:2]1([N:27]2[CH2:26][CH2:25][N:24]([CH3:23])[CH2:29][CH2:28]2)[c:3]([F:22])[cH:4][c:5]2[c:6](=[O:21])[c:7]([C:18](=[O:19])[OH:20])[c:8]3[n:9]([c:10]2[cH:11]1)[CH:12]([O:15][CH2:16][CH3:17])[CH2:13][S:14]3. Yields the product CCOC1CSc2c(C(=O)O)c(=O)c3cc(F)c(N4CCN(C)CC4)cc3n21.